This data is from the Open Reaction Database (ORD), a public repository of structured organic reaction records. The task is: describe an organic reaction: reactants, conditions, products, and yield Procedure: Phosgene was bubbled through a solution of 10 g (66 mmol) of methylanthranilate in 15 ml of anhydrous toluene for 2 hours at reflux. Then the solvent was distilled off under reduced pressure to give 11.7 g (100%) of 2-methoxycarbonylphenylisocyanate; NMR (CDCl3) 3.89 (s, 3H, CH3); 7.0-7.63 (m, 3H, phenyl H-3,-4,-5); 8.0 (dd, 1H, phenyl H-6). This was converted to the title compound, in 34% overall yield, by condensation with an equimolar amount of 2-pyridylcarbinol followed by saponification of ... Reaction SMILES: [C:1](Cl)(Cl)=[O:2].[CH3:5][O:6][C:7](=[O:15])[C:8]1[C:9](=[CH:11][CH:12]=[CH:13][CH:14]=1)[NH2:10]>C1(C)C=CC=CC=1>[CH3:5][O:6][C:7]([C:8]1[CH:14]=[CH:13][CH:12]=[CH:11][C:9]=1[N:10]=[C:1]=[O:2])=[O:15]. The yield is 100.0%. The reactants are C(=O)(Cl)Cl (Phosgene), COC(C=1C(N)=CC=CC1)=O (methylanthranilate). Run in C1(=CC=CC=C1)C (toluene). The product is COC(=O)C1=C(C=CC=C1)N=C=O (2-methoxycarbonylphenylisocyanate). The reactants are C(C(=O)O)(=O)O.C1OCC12CNC2 (2-oxa-6-aza-spiro[3.3]heptane oxalate), CN1N=CC(=C1)C1=CN=C2C(=N1)C(=CN2COCC[Si](C)(C)C)C(=O)O (2-(1-methyl-1H-pyrazol-4-yl)-5-((2-(trimethylsilyl)ethoxy)methyl)-5H-pyrrolo[3,2-b]pyrazine-7-carboxylic acid), C(=O)(OC(C)(C)C)N[C@H](C(C)(C)C)C(=O)O (Boc-D-tert-leucine), [F-].[Cs+] (CsF), FC(CO)(F)F (2,2,2-trifluoroethanol), N1CCCC1 (pyrrolidine), CC(C)(C)OC(=O)N[C@H](C1CC1)C(=O)O (Boc-D-cyclopropyl glycine), C1(CC1)C=1N=C2C(=NC1)N(C=C2C(=O)O)COCC[Si](C)(C)C (2-cyclopropyl-5-(2-trimethylsilanyl-ethoxymethyl)-5H-pyrrolo[2,3-b]pyrazine-7-carboxylic acid). Solvent: C(C)#N (acetonitrile). The product is C1(CC1)[C@H](C(=O)N1CC2(COC2)C1)NC(=O)C1=CNC2=NC=C(N=C21)C=2C=NN(C2)C (2-(1-Methyl-1H-pyrazol-4-yl)-5H-pyrrolo[2,3-b]pyrazine-7-carboxylic acid [(R)-1-cyclopropyl-2-(2-oxa-6-aza-spiro[3.3]hept-6-yl)-2-oxo-ethyl]-amide). RXN SMILES: [C:1]([OH:6])(=O)[C:2](O)=O.[CH2:7]1[C:10]2([CH2:13][NH:12][CH2:11]2)[CH2:9][O:8]1.N1CCCC1.CC(OC([NH:26][C@@H:27]([C:31]([OH:33])=O)[CH:28]1[CH2:30][CH2:29]1)=O)(C)C.C(N[C@@H](C(O)=O)C(C)(C)C)(OC(C)(C)C)=O.[CH3:50][N:51]1[CH:55]=[C:54]([C:56]2[N:61]=[C:60]3C(C(O)=O)=[CH:63][N:64](COCC[Si](C)(C)C)[C:59]3=[N:58][CH:57]=2)[CH:53]=[N:52]1.C1(C2N=C3C(C(O)=O)=CN(COCC[Si](C)(C)C)C3=NC=2)CC1.FC(F)(F)CO.[F-].[Cs+]>C(#N)C>[CH:28]1([C@@H:27]([NH:26][C:1]([C:2]2[C:60]3[C:59](=[N:58][CH:57]=[C:56]([C:54]4[CH:53]=[N:52][N:51]([CH3:50])[CH:55]=4)[N:61]=3)[NH:64][CH:63]=2)=[O:6])[C:31]([N:12]2[CH2:13][C:10]3([CH2:9][O:8][CH2:7]3)[CH2:11]2)=[O:33])[CH2:29][CH2:30]1 |f:0.1,8.9|. Procedure details: Prepared according to the procedure outlined in Example 1 substituting 2-oxa-6-aza-spiro[3.3]heptane oxalate for pyrrolidine, Boc-D-cyclopropyl glycine for Boc-D-tert-leucine, and 2-(1-methyl-1H-pyrazol-4-yl)-5-((2-(trimethylsilyl)ethoxy)methyl)-5H-pyrrolo[3,2-b]pyrazine-7-carboxylic acid for 2-cyclopropyl-5-(2-trimethylsilanyl-ethoxymethyl)-5H-pyrrolo[2,3-b]pyrazine-7-carboxylic acid. N-Boc deprotection in step 2 was achieved using 2,2,2-trifluoroethanol in a microwave reactor. SEM deprotection... Reactants: [Li+].CC(C)[N-]C(C)C (LDA), C(C)(C)(C)OC(=O)N1C(C(CC1)(CC(=O)OC(C)(C)C)CC(C)C)=O (tert-butyl N-tert-butyloxycarbonyl-3-(2-methylpropyl)-2-oxo-3-pyrrolidineacetate), C(C=C)Br (allyl bromide). Solvent: C1CCOC1 (THF). Conditions: temperature -78 celsius, time 30 minute. Product: C(C)(C)(C)OC(=O)N1C(C(CC1)(C(C(=O)OC(C)(C)C)C(=C)C)CC(C)C)=O (tert-Butyl N-tert-Butyloxycarbonyl-3-(2-methylpropyl)-2-oxo-α-(propen-2-yl)-3-pyrrolidineacetate). The yield is 115.9%. RXN SMILES: [C:1]([O:5][C:6]([N:8]1[CH2:12][CH2:11][C:10]([CH2:21][CH:22]([CH3:24])[CH3:23])([CH2:13][C:14]([O:16][C:17]([CH3:20])([CH3:19])[CH3:18])=[O:15])[C:9]1=[O:25])=[O:7])([CH3:4])([CH3:3])[CH3:2].[Li+].[CH3:27][CH:28]([N-]C(C)C)[CH3:29].C(Br)C=C>C1COCC1>[C:1]([O:5][C:6]([N:8]1[CH2:12][CH2:11][C:10]([CH2:21][CH:22]([CH3:23])[CH3:24])([CH:13]([C:28]([CH3:29])=[CH2:27])[C:14]([O:16][C:17]([CH3:20])([CH3:19])[CH3:18])=[O:15])[C:9]1=[O:25])=[O:7])([CH3:3])([CH3:2])[CH3:4] |f:1.2|. Reported procedure: A solution of tert-butyl N-tert-butyloxycarbonyl-3-(2-methylpropyl)-2-oxo-3-pyrrolidineacetate (3.65 g, 10.3 mmol) in dry THF (45 mL) is cooled to -78° C. and treated drop-wise with LDA (5.70 mL, 11.3 mmol). After 30 minutes at -78° C., allyl bromide (1.10 mL, 12.4 mmol) is added. The solution is maintained at -78° C. for 3 hours, and is then allowed to slowly warm to room temperature under N2. After 12 hours, the solution is quenched with saturated NH4Cl (10 mL) and diluted with H2O (50 mL). Th... Starting materials: NN, O, O=C1c2ccccc2C(=O)N1Cc1ccc2c(c1)Nc1nccnc1S2. The product is NCc1ccc2c(c1)Nc1nccnc1S2. RXN SMILES: [NH2:28][NH2:29].[OH2:27].[n:1]1[cH:2][cH:3][n:4][c:5]2[c:10]1[NH:9][c:8]1[c:7]([cH:14][cH:13][c:12]([CH2:15][N:16]3[C:17](=[O:18])[c:19]4[cH:20][cH:21][cH:22][cH:23][c:24]4[C:25]3=[O:26])[cH:11]1)[S:6]2>>[n:1]1[cH:2][cH:3][n:4][c:5]2[c:10]1[NH:9][c:8]1[c:7]([cH:14][cH:13][c:12]([CH2:15][NH2:16])[cH:11]1)[S:6]2.